From a dataset of the Open Reaction Database (ORD), a public repository of structured organic reaction records. describe an organic reaction: reactants, conditions, products, and yield RXN SMILES: [Cl:20][CH2:21][Cl:22].[OH:1][CH2:2][CH2:3][CH:4]1[S:5][c:6]2[c:7]([cH:12][cH:13][cH:14][cH:15]2)[N:8]([CH3:11])[C:9]1=[O:10].[S:16]([Cl:17])([Cl:18])=[O:19]>>[CH2:2]([CH2:3][CH:4]1[S:5][c:6]2[c:7]([cH:12][cH:13][cH:14][cH:15]2)[N:8]([CH3:11])[C:9]1=[O:10])[Cl:18]. The reactants are ClCCl, CN1C(=O)C(CCO)Sc2ccccc21, O=S(Cl)Cl. Yields the product CN1C(=O)C(CCCl)Sc2ccccc21. Starting materials: [OH-].[Na+] (NaOH), BrC1=CC=C(C=C1)C=1C(=C(SC1)CCC(=O)OCC)C1=C(C=C(C=C1)C#N)C (ethyl 3-(4-(4-bromophenyl)-3-(4-cyano-2-methylphenyl)thiophen-2-yl)propanoate), OO (H2O2). Run in CS(=O)C (DMSO). Conditions: time 10 minute. Yields the product BrC1=CC=C(C=C1)C=1C(=C(SC1)CCC(=O)O)C1=C(C=C(C=C1)C(N)=O)C (3-(4-(4-bromophenyl)-3-(4-carbamoyl-2-methylphenyl)thiophen-2-yl)propanoic acid). Yield: 8.3%. RXN SMILES: [Br:1][C:2]1[CH:7]=[CH:6][C:5]([C:8]2[C:9]([C:20]3[CH:25]=[CH:24][C:23]([C:26]#[N:27])=[CH:22][C:21]=3[CH3:28])=[C:10]([CH2:13][CH2:14][C:15]([O:17]CC)=[O:16])[S:11][CH:12]=2)=[CH:4][CH:3]=1.[OH-:29].[Na+].OO>CS(C)=O>[Br:1][C:2]1[CH:3]=[CH:4][C:5]([C:8]2[C:9]([C:20]3[CH:25]=[CH:24][C:23]([C:26](=[O:29])[NH2:27])=[CH:22][C:21]=3[CH3:28])=[C:10]([CH2:13][CH2:14][C:15]([OH:17])=[O:16])[S:11][CH:12]=2)=[CH:6][CH:7]=1 |f:1.2|. Procedure details: Lastly, Step 5 of Scheme II was followed: A mixture of crude ethyl 3-(4-(4-bromophenyl)-3-(4-cyano-2-methylphenyl)thiophen-2-yl)propanoate (210 mg, 0.46 mmol) in DMSO (3 mL) was added aqueous solution of NaOH (2M, 1 mL), followed by the addition of H2O2 (0.2 mL). The mixture was stirred at room temperature for 10 minutes. The mixture was quenched with saturated aqueous Na2SO3 and extracted with a mixture of DCM/iPrOH (3/1). The combined organic layer was dried over Na2SO4, concentrated in vacuo.... The reactants are ClC=1N=CC2=C(N1)N(C=C(C2=O)C(=O)OCC)CC (2-chloro-5-oxo-6-carbethoxy-8-ethyl-5,8-dihydro-pyrido(2,3-d)pyrimidine), OCCN1CCNCC1 (1-β-hydroxyethyl piperazine). Solvent: C1(=CC=CC=C1)C (toluene). Yields the product OCCN1CCN(CC1)C=1N=CC2=C(N1)N(C=C(C2=O)C(=O)OCC)CC (2-(4'-β-hydroxyethyl-piperazino)-5-oxo-6-carbethoxy-8-ethylpyrido(2,3-d)pyrimidine). The yield is 68.0%. Reaction SMILES: Cl[C:2]1[N:3]=[CH:4][C:5]2[C:11](=[O:12])[C:10]([C:13]([O:15][CH2:16][CH3:17])=[O:14])=[CH:9][N:8]([CH2:18][CH3:19])[C:6]=2[N:7]=1.[OH:20][CH2:21][CH2:22][N:23]1[CH2:28][CH2:27][NH:26][CH2:25][CH2:24]1>C1(C)C=CC=CC=1>[OH:20][CH2:21][CH2:22][N:23]1[CH2:28][CH2:27][N:26]([C:2]2[N:3]=[CH:4][C:5]3[C:11](=[O:12])[C:10]([C:13]([O:15][CH2:16][CH3:17])=[O:14])=[CH:9][N:8]([CH2:18][CH3:19])[C:6]=3[N:7]=2)[CH2:25][CH2:24]1. Reported procedure: 5.6 g. of 2-chloro-5-oxo-6-carbethoxy-8-ethyl-5,8-dihydro-pyrido(2,3-d)pyrimidine, 5.2 g. of 1-β-hydroxyethyl piperazine and 50 cm3 of toluene are heated under reflux for 2 hours. After cooling, the solution is filtered to remove the hydrochloride which has precipitated, and the organic solution is diluted with its own volume of chloroform, is washed with water and dried (MgSO4). After evaporation, the residue is recrystallised from 40 cm3 of a mixture of isopropanol (1 volume) and isopropyl eth...